From a dataset of the Open Reaction Database (ORD), a public repository of structured organic reaction records. describe an organic reaction: reactants, conditions, products, and yield Reactants: CC1=NC(NC2=CC=CC=C12)=O (4-methyl-1H-quinazolin-2-one), P(=O)(Cl)(Cl)Cl (phosphorus oxychloride). Run in Cl (hydrochloric acid). Yields the product ClC1=NC2=CC=CC=C2C(=N1)C (2-chloro-4-methyl-quinazoline). Reaction SMILES: [CH3:1][C:2]1[C:11]2[C:6](=[CH:7][CH:8]=[CH:9][CH:10]=2)[NH:5][C:4](=O)[N:3]=1.P(Cl)(Cl)([Cl:15])=O>Cl>[Cl:15][C:4]1[N:3]=[C:2]([CH3:1])[C:11]2[C:6](=[CH:7][CH:8]=[CH:9][CH:10]=2)[N:5]=1. Procedure: Prepared analogously to Example 27c from 4-methyl-1H-quinazolin-2-one and phosphorus oxychloride in hydrochloric acid. The reactants are NC1=C(C(=NN1C1=C(C=C(C=C1Cl)C(F)(F)F)Cl)C#N)/C(=C(/C)\Br)/Br (5-amino4-(E-1,2-dibromopropenyl)-3-cyano-1-(2,6-dichloro-4-trifluoromethylphenyl)pyrazole), N(=O)OC(C)(C)C (t-butyl nitrite). Run in O1CCCC1 (tetrahydrofuran). Reaction conditions: temperature 60 celsius. Yields the product C(#N)C1=NN(C=C1/C(=C(/C)\Br)/Br)C1=C(C=C(C=C1Cl)C(F)(F)F)Cl (3-Cyano4-(E-1,2-dibromopropenyl)-1-(2,6-dichloro-4-trifluoromethylphenyl)pyrazole). Reaction SMILES: N[C:2]1[N:6]([C:7]2[C:12]([Cl:13])=[CH:11][C:10]([C:14]([F:17])([F:16])[F:15])=[CH:9][C:8]=2[Cl:18])[N:5]=[C:4]([C:19]#[N:20])[C:3]=1/[C:21](/[Br:25])=[C:22](\[Br:24])/[CH3:23].N(OC(C)(C)C)=O>O1CCCC1>[C:19]([C:4]1[C:3](/[C:21](/[Br:25])=[C:22](\[Br:24])/[CH3:23])=[CH:2][N:6]([C:7]2[C:8]([Cl:18])=[CH:9][C:10]([C:14]([F:17])([F:16])[F:15])=[CH:11][C:12]=2[Cl:13])[N:5]=1)#[N:20]. Procedure details: To a stirred solution of 5-amino4-(E-1,2-dibromopropenyl)-3-cyano-1-(2,6-dichloro-4-trifluoromethylphenyl)pyrazole (0.06 g) in tetrahydrofuran (1.5 ml) was added t-butyl nitrite (0.05 ml). The reaction mixture was heated at 60° C. for two hours. The reaction mixture was then evaporated and the residue was purified by column chromatography on silica gel (5 g) eluted with hexane: dichloromethane (100:0 to 20:70). Combination and evaporation of suitable fractions gave the title compound as a white ... The yield is 37.6%. Reactants: C(CCCC)C1CCC(CC1)C1CCC(CC1)=O (4-(4-pentylcyclohexyl)cyclohexanone), [NH4+].[Cl-] (NH4Cl), Mg, FC(C1=CC=C(C=C1)CCBr)(F)F (2-(4-tri-fluoromethylphenyl)ethyl bromide), FC(C1=CC=C(C=C1)CCC1(CCC(CC1)C1CCC(CC1)CCCCC)O)(F)F (1-(2-(4-trifluoromethylphenyl)ethyl)-4-(4-pentylcyclohexyl)cyclohexanol), [NH4+].[Cl-] (NH4Cl). Conditions: temperature 60 celsius, time 3 hour. Run in C(C)OCC (diethyl ether), C(C)OCC (diethyl ether), C1(=CC=CC=C1)C (toluene). Procedure details: A mixture of dry Mg (0.77 g, 0.032 mol), 2-(4-tri-fluoromethylphenyl)ethyl bromide (8.0 g, 0.032 mol) obtained at the second step and diethyl ether (40 ml) was heated at 60° C. for one hour in a sealed tube reactor to obtain a gray, uniform solution, followed by adding this solution to a diethyl ether (30 ml) solution of 4-(4-pentylcyclohexyl)cyclohexanone (7.9 g, 0.032 mol), stirring the mixture at room temperature for 3 hours, feeding the resulting reaction substance into a saturated aqueous s... As a reaction SMILES: FC(F)(F)C1C=CC(CCBr)=CC=1.C(C1CCC(C2CCC(=O)CC2)CC1)CCCC.[NH4+].[Cl-].[F:34][C:35]([F:63])([F:62])[C:36]1[CH:41]=[CH:40][C:39]([CH2:42][CH2:43][C:44]2(O)[CH2:49][CH2:48][CH:47]([CH:50]3[CH2:55][CH2:54][CH:53]([CH2:56][CH2:57][CH2:58][CH2:59][CH3:60])[CH2:52][CH2:51]3)[CH2:46][CH2:45]2)=[CH:38][CH:37]=1>C1(C)C=CC=CC=1.C(OCC)C>[F:34][C:35]([F:62])([F:63])[C:36]1[CH:37]=[CH:38][C:39]([CH2:42][CH2:43][C:44]2[CH2:49][CH2:48][CH:47]([CH:50]3[CH2:55][CH2:54][CH:53]([CH2:56][CH2:57][CH2:58][CH2:59][CH3:60])[CH2:52][CH2:51]3)[CH2:46][CH:45]=2)=[CH:40][CH:41]=1 |f:2.3|. Yields the product FC(C1=CC=C(C=C1)CCC1=CCC(CC1)C1CCC(CC1)CCCCC)(F)F (1-(2-(4-trifluoromethylphenyl)ethyl)-4-(4-pentylcyclohexyl)cyclohexene). Starting materials: C(C)(=O)OC(C)=O (Acetic anhydride), NC1=NC(=C(C(=N1)Cl)C(CC1OC(OC1)(C)C)O)Cl (1-(2-amino-4,6-dichloropyrimidin-5-yl)-2-(2,2-dimethyl-[1,3]dioxolan-4-yl)ethan-1-ol), ice water. Run in CS(=O)C (dimethyl sulfoxide). Reaction conditions: time 18 hour. Product: NC1=NC(=C(C(=N1)Cl)C(CC1OC(OC1)(C)C)=O)Cl (1-(2-Amino-4,6-dichloropyrimidin-5-yl)-2-(2,2-dimethyl-[1,3]dioxolan-4-yl)ethan-1-one). Isolated yield 92.0%. As a reaction SMILES: C(OC(=O)C)(=O)C.[NH2:8][C:9]1[N:14]=[C:13]([Cl:15])[C:12]([CH:16]([OH:25])[CH2:17][CH:18]2[CH2:22][O:21][C:20]([CH3:24])([CH3:23])[O:19]2)=[C:11]([Cl:26])[N:10]=1>CS(C)=O>[NH2:8][C:9]1[N:10]=[C:11]([Cl:26])[C:12]([C:16](=[O:25])[CH2:17][CH:18]2[CH2:22][O:21][C:20]([CH3:24])([CH3:23])[O:19]2)=[C:13]([Cl:15])[N:14]=1. Reported procedure: Acetic anhydride (149 ml) was added dropwise to a mixture composed of the above 1-(2-amino-4,6-dichloropyrimidin-5-yl)-2-(2,2-dimethyl-[1,3]dioxolan-4-yl)ethan-1-ol (74.70 g) and dimethyl sulfoxide (600 ml) at room temperature over 15 minutes under cooling in an ice bath. The reaction mixture was then stirred at the same temperature as above for 18 hours. After the disappearance of the materials had been confirmed, the reaction solution was poured into ice water. The precipitated solid was colle... Starting materials: COC=1C=C2CCC(C2=CC1)=O (5-methoxyindan-1-one), CC1=CC=C(C=C1)N=CC=1C(=CC2=C(OCO2)C1)N (6[[(4-methylphenyl)-imino]methyl]-1,3-benzodioxol-5-amine). The solvent is C(C)O (ethanol), [OH-].[Na+] (sodium hydroxide), C(Cl)Cl (methylene chloride). Run at temperature 100 celsius. The product is COC1=CC=2CC=3C(=NC=4C=C5C(=CC4C3)OCO5)C2C=C1 (8-Methoxy-10H-1,3-dioxolo[4,5-g]indeno[1,2-b]quinoline). The yield is 134.9%. RXN SMILES: [CH3:1][O:2][C:3]1[CH:4]=[C:5]2[C:9](=[CH:10][CH:11]=1)[C:8](=O)[CH2:7][CH2:6]2.CC1C=CC(N=[CH:21][C:22]2[C:23]([NH2:31])=[CH:24][C:25]3[O:29][CH2:28][O:27][C:26]=3[CH:30]=2)=CC=1>C(O)C.[OH-].[Na+].C(Cl)Cl>[CH3:1][O:2][C:3]1[CH:11]=[CH:10][C:9]2[C:8]3=[N:31][C:23]4[CH:24]=[C:25]5[O:29][CH2:28][O:27][C:26]5=[CH:30][C:22]=4[CH:21]=[C:7]3[CH2:6][C:5]=2[CH:4]=1 |f:3.4|. Reported procedure: To 5-methoxyindan-1-one (350 mg, 2 mmol) is added 6[[(4-methylphenyl)-imino]methyl]-1,3-benzodioxol-5-amine (512 mg, 1 mmol) in ethanol (4 mL) and 2N sodium hydroxide (1 mL). The reaction mixture is heated at reflux (about 100° C.) for 16 hrs. Upon cooling the reaction product is dissolved in methylene chloride (200 mL) and extracted with a saturated sodium chloride solution (200 mL). The organic layer is dried with a rotatory evaporator. The resulting residue is chromatographed on silica gel wi...